Dataset: the Open Reaction Database (ORD), a public repository of structured organic reaction records. Task: describe an organic reaction: reactants, conditions, products, and yield The reactants are C(C)(=O)OCC=1C=C(C=NC1)COC=1C=C2C=3C=C(C=CC3N3C2=C(C1)C(C=C3)=O)Br (2-(5-acetoxymethyl-3-pyridylmethyloxy)-10-bromo-4H-pyrido[3,2,1-jk]carbazole-4-one), [OH-].[Na+] (sodium hydroxide). Run in O (water), CO (methanol). Conditions: time 1 hour. Product: BrC=1C=CC=2N3C4=C(C=C(C=C4C2C1)OCC=1C=NC=C(C1)CO)C(C=C3)=O (10-bromo-2-(5-hydroxymethyl-3-pyridylmethyloxy)-4H-pyrido[3,2,1-jk]carbazole-4-one). The yield is 93.2%. As a reaction SMILES: C([O:4][CH2:5][C:6]1[CH:7]=[C:8]([CH2:12][O:13][C:14]2[CH:15]=[C:16]3[C:24]4=[C:25]([C:27](=[O:30])[CH:28]=[CH:29][N:23]4[C:22]4[CH:21]=[CH:20][C:19]([Br:31])=[CH:18][C:17]3=4)[CH:26]=2)[CH:9]=[N:10][CH:11]=1)(=O)C.[OH-].[Na+]>CO.O>[Br:31][C:19]1[CH:20]=[CH:21][C:22]2[N:23]3[CH:29]=[CH:28][C:27](=[O:30])[C:25]4[CH:26]=[C:14]([O:13][CH2:12][C:8]5[CH:9]=[N:10][CH:11]=[C:6]([CH2:5][OH:4])[CH:7]=5)[CH:15]=[C:16]([C:17]=2[CH:18]=1)[C:24]3=4 |f:1.2|. Reported procedure: 2-(5-acetoxymethyl-3-pyridylmethyloxy)-10-bromo-4H-pyrido[3,2,1-jk]carbazole-4-one (200 mg) obtained in Example 69 was suspended in methanol (12 ml), and a solution of sodium hydroxide (100 mg) in water (0.8 ml) was added to the suspension. The mixture was stirred at room temperature for 1 hour, and the precipitated crystals were washed with methanol and ether in succession, and recovered by filtration to obtain the title compound (170 mg, 93%). The reactants are CC1=NC2=CC=C(C=C2C1(C)C)S(=O)(=O)[O-].[Na+] (sodium 2,3,3-trimethyl-3H-indole-5-sulfonate), C1COS(=O)(=O)C1 (1,3-propanesultone). Reaction conditions: temperature 110 celsius. The product is CC1=[N+](C2=CC=C(C=C2C1(C)C)S(=O)(=O)[O-])CCCS(=O)(=O)[O-].[Na+] (Sodium 2,3,3-Trimethyl-1-(3-sulfonatopropyl)-3H-indolium-5-sulfonate). Isolated yield 97.3%. As a reaction SMILES: [CH3:1][C:2]1[C:10]([CH3:12])([CH3:11])[C:9]2[C:4](=[CH:5][CH:6]=[C:7]([S:13]([O-:16])(=[O:15])=[O:14])[CH:8]=2)[N:3]=1.[Na+:17].[CH2:18]1[CH2:24][S:21](=[O:23])(=[O:22])[O:20][CH2:19]1>>[CH3:1][C:2]1[C:10]([CH3:11])([CH3:12])[C:9]2[C:4](=[CH:5][CH:6]=[C:7]([S:13]([O-:16])(=[O:15])=[O:14])[CH:8]=2)[N+:3]=1[CH2:19][CH2:18][CH2:24][S:21]([O-:23])(=[O:22])=[O:20].[Na+:17] |f:0.1,3.4|. Reported procedure: A mixture of 14 g of sodium 2,3,3-trimethyl-3H-indole-5-sulfonate and 14 g 1,3-propanesultone in 100 mL dicholorobenzene was heated at 110° C. for 2 h. After it cooled down, the solvent is decanted. The resulting solid was then dissolved in 100 mL of acetonitrile, and 300 mL of ethyl acetate was added. The resulting sticky solid was again stirred in 300 mL of ethyl acetate to yield 20 g of the product. Starting materials: ClCCCCN(C(=O)C=1C=NC=CC1)C1=CC=C(C=C1)F (N-(4-chlorobutyl)-N-(4-fluorophenyl)-3-pyridinecarboxamide), CC1N(CCNC1)C(=O)OC(C)(C)C ((1,1-dimethylethyl) 2-methyl-1-piperazinecarboxylate), C([O-])([O-])=O.[Na+].[Na+] (sodium carbonate). The product is FC1=CC=C(C=C1)N(CCCCN1CC(N(CC1)C(=O)OC(C)(C)C)C)C(=O)C=1C=NC=CC1 ((1,1-dimethylethyl) 4-[4-[(4-fluorophenyl)(3-pyridinylcarbonyl)amino]butyl]-2-methyl-1-piperazinecarboxylate). Run in CN(C=O)C (N,N-dimethylformamide). Reaction conditions: temperature 90 celsius, time 48 hour. Procedure: A mixture of 5 parts of N-(4-chlorobutyl)-N-(4-fluorophenyl)-3-pyridinecarboxamide, 2.77 parts of (1,1-dimethylethyl) 2-methyl-1-piperazinecarboxylate, 1.58 parts of sodium carbonate and 94 parts of N,N-dimethylformamide was stirred for 48 hours at 90° C. The reaction mixture was evaporated and the residue was taken up in water. The product was extracted twice with dichloromethane. The combined extracts were washed with water, dried, filtered and evaporated. The residue was purified by column ch... Reaction SMILES: Cl[CH2:2][CH2:3][CH2:4][CH2:5][N:6]([C:15]1[CH:20]=[CH:19][C:18]([F:21])=[CH:17][CH:16]=1)[C:7]([C:9]1[CH:10]=[N:11][CH:12]=[CH:13][CH:14]=1)=[O:8].[CH3:22][CH:23]1[CH2:28][NH:27][CH2:26][CH2:25][N:24]1[C:29]([O:31][C:32]([CH3:35])([CH3:34])[CH3:33])=[O:30].C(=O)([O-])[O-].[Na+].[Na+]>CN(C)C=O>[F:21][C:18]1[CH:19]=[CH:20][C:15]([N:6]([C:7]([C:9]2[CH:10]=[N:11][CH:12]=[CH:13][CH:14]=2)=[O:8])[CH2:5][CH2:4][CH2:3][CH2:2][N:27]2[CH2:26][CH2:25][N:24]([C:29]([O:31][C:32]([CH3:35])([CH3:34])[CH3:33])=[O:30])[CH:23]([CH3:22])[CH2:28]2)=[CH:16][CH:17]=1 |f:2.3.4|. The yield is 57.2%. The reactants are ClCCl, Cc1nc(CO)cn1Cc1ccccc1, CCCCCC, CCOCC. Yields the product Cc1nc(C=O)cn1Cc1ccccc1. As a reaction SMILES: [CH2:16]([Cl:17])[Cl:18].[CH2:1]([c:2]1[cH:3][cH:4][cH:5][cH:6][cH:7]1)[n:8]1[c:9]([CH3:15])[n:10][c:11]([CH2:13][OH:14])[cH:12]1.[CH3:19][CH2:20][CH2:21][CH2:22][CH2:23][CH3:24].[CH3:25][CH2:26][O:27][CH2:28][CH3:29]>>[CH2:1]([c:2]1[cH:3][cH:4][cH:5][cH:6][cH:7]1)[n:8]1[c:9]([CH3:15])[n:10][c:11]([CH:13]=[O:14])[cH:12]1. Starting materials: Br, COc1cccc(-c2cn3ccc4ccccc4c3n2)c1, CC(=O)O. RXN SMILES: [BrH:22].[CH3:1][O:2][c:3]1[cH:4][c:5](-[c:9]2[n:10][c:11]3[n:12]([cH:13][cH:14][c:15]4[cH:16][cH:17][cH:18][cH:19][c:20]34)[cH:21]2)[cH:6][cH:7][cH:8]1.[CH3:23][C:24](=[O:25])[OH:26]>>[OH:2][c:3]1[cH:4][c:5](-[c:9]2[n:10][c:11]3[n:12]([cH:13][cH:14][c:15]4[cH:16][cH:17][cH:18][cH:19][c:20]34)[cH:21]2)[cH:6][cH:7][cH:8]1. The product is Oc1cccc(-c2cn3ccc4ccccc4c3n2)c1.